This data is from the Open Reaction Database (ORD), a public repository of structured organic reaction records. The task is: describe an organic reaction: reactants, conditions, products, and yield Yields the product FC(C1=CC=C(O[C@@H]2C(OCC2)=O)C=C1)(F)F ((S)-3-(4-trifluoromethylphenoxy)dihydrofuran-2-one), powder. Reaction SMILES: N(C(OCC)=O)=NC(OCC)=O.[OH:13][C@@H:14]1[CH2:19][CH2:18][O:17][C:15]1=[O:16].[F:20][C:21]([F:30])([F:29])[C:22]1[CH:27]=[CH:26][C:25](O)=[CH:24][CH:23]=1.C1(P(C2C=CC=CC=2)C2C=CC=CC=2)C=CC=CC=1>C1COCC1>[F:20][C:21]([F:30])([F:29])[C:22]1[CH:27]=[CH:26][C:25]([O:13][C@H:14]2[CH2:19][CH2:18][O:17][C:15]2=[O:16])=[CH:24][CH:23]=1. Procedure: Diethyl azodicarboxylate (2.31 ml, 14.7 mmol) is slowly added to a solution of (R)-(+)-α-hydroxy-γ-butyrolactone (1 g, 9.8 mmol), 4-trifluoromethylphenol (1.58 g, 9.8 mmol) and triphenylphosphine (3.86 g, 14.7 mmol) in anhydrous THF (80 ml) cooled to 0° C. After stirring for 5 minutes at 0° C. and overnight at room temperature, the solvent is evaporated off and the triphenylphosphine oxide is then precipitated from ether and filtered off. The filtrate is then washed with water, dried over magnes... The solvent is C1CCOC1 (THF). Run at temperature 0 celsius, time 8 hour. Reactants: N(=NC(=O)OCC)C(=O)OCC (Diethyl azodicarboxylate), O[C@H]1C(=O)OCC1 ((R)-(+)-α-hydroxy-γ-butyrolactone), FC(C1=CC=C(C=C1)O)(F)F (4-trifluoromethylphenol), C1(=CC=CC=C1)P(C1=CC=CC=C1)C1=CC=CC=C1 (triphenylphosphine). Isolated yield 47.0%.